Dataset: the Open Reaction Database (ORD), a public repository of structured organic reaction records. Task: describe an organic reaction: reactants, conditions, products, and yield The reactants are ClC1=CC(=C(C=C1)CC(=O)NC=1SC2=C(N1)C=CC(=C2)C(=O)O)F (2-[2-(4-Chloro-2-fluoro-phenyl)-acetylamino]-benzothiazole-6-carboxylic acid), NC1=CC2=C(NC(O2)=O)C=C1 (6-Amino-3H-benzooxazol-2-one), CCN=C=NCCCN(C)C.Cl (EDCl), C=1C=CC2=C(C1)N=NN2O (HOBt). Run in CN(C)C=O (DMF). Product: O=C1OC2=C(N1)C=CC(=C2)NC(=O)C2=CC1=C(N=C(S1)NC(CC1=C(C=C(C=C1)Cl)F)=O)C=C2 (2-[2-(4-Chloro-2-fluoro-phenyl)-acetylamino]-benzothiazole-6-carboxylic acid (2-oxo-2,3-dihydro-benzooxazol-6-yl)-amide). Yield: 20.0%. RXN SMILES: [Cl:1][C:2]1[CH:7]=[CH:6][C:5]([CH2:8][C:9]([NH:11][C:12]2[S:13][C:14]3[CH:20]=[C:19]([C:21](O)=[O:22])[CH:18]=[CH:17][C:15]=3[N:16]=2)=[O:10])=[C:4]([F:24])[CH:3]=1.[NH2:25][C:26]1[CH:35]=[CH:34][C:29]2[NH:30][C:31](=[O:33])[O:32][C:28]=2[CH:27]=1.CCN=C=NCCCN(C)C.Cl.C1C=CC2N(O)N=NC=2C=1>CN(C=O)C>[O:33]=[C:31]1[NH:30][C:29]2[CH:34]=[CH:35][C:26]([NH:25][C:21]([C:19]3[CH:18]=[CH:17][C:15]4[N:16]=[C:12]([NH:11][C:9](=[O:10])[CH2:8][C:5]5[CH:6]=[CH:7][C:2]([Cl:1])=[CH:3][C:4]=5[F:24])[S:13][C:14]=4[CH:20]=3)=[O:22])=[CH:27][C:28]=2[O:32]1 |f:2.3|. Reported procedure: Starting material 37 (60 mg, 0.2 mmol, 70% content) and 6-Amino-3H-benzooxazol-2-one (30, 25 mg, 0.2 mmol) were dissolved in 2 ml DMF. Then EDCl (38 mg, 0.2 mmol) and HOBt (31 mg, 0.2 mmol) were added. The reaction was stirred over night at ambient temperature, concentrated in vacuo and purified by prep HPLC (Method 1). By concentration of the pure fractions the desired product 38 (23 mg, 0.04 mmol, 24%) could be isolated. As a reaction SMILES: [CH3:1][O:2][C:3]([c:4]1[cH:5][n:6][c:7]([CH:10]=[CH:11][c:12]2[c:13](-[c:18]3[cH:19][cH:20][cH:21][cH:22][cH:23]3)[n:14][o:15][c:16]2[CH3:17])[cH:8][cH:9]1)=[O:24].[CH3:29][c:30]1[cH:31][cH:32][cH:33][cH:34][cH:35]1.[NH2:25][CH2:26][CH2:27][OH:28]>>[C:3]([c:4]1[cH:5][n:6][c:7]([CH:10]=[CH:11][c:12]2[c:13](-[c:18]3[cH:19][cH:20][cH:21][cH:22][cH:23]3)[n:14][o:15][c:16]2[CH3:17])[cH:8][cH:9]1)(=[O:24])[NH:25][CH2:26][CH2:27][OH:28]. Reactants: COC(=O)c1ccc(C=Cc2c(-c3ccccc3)noc2C)nc1, Cc1ccccc1, NCCO. The product is Cc1onc(-c2ccccc2)c1C=Cc1ccc(C(=O)NCCO)cn1. Reactants: NC=1C(NC(=CC1)C1(CC1)C1=CC=CC=C1)=S (3-amino-6-(1-phenylcyclopropyl)pyridine-2(1H)-thione), N1C=CC2=CC(=CC=C12)C(=O)O (1H-indole-5-carboxylic acid), O.N1(N=NC2=C1C=CC=C2)O (1H-benzo[d][1,2,3]triazol-1-ol hydrate), Cl.C(C)N=C=NCCCN(C)C (N1-((ethylimino)methylene)-N3,N3-dimethylpropane-1,3-diamine hydrochloride). Run in CN(C)C=O (DMF), CCOC(=O)C (EtOAc). Conditions: time 16 hour. The product is SC1=NC(=CC=C1NC(=O)C=1C=C2C=CNC2=CC1)C1(CC1)C1=CC=CC=C1 (N-(2-mercapto-6-(1-phenylcyclopropyl)pyridin-3-yl)-1H-indole-5-carboxamide). As a reaction SMILES: [NH2:1][C:2]1[C:3](=[S:17])[NH:4][C:5]([C:8]2([C:11]3[CH:16]=[CH:15][CH:14]=[CH:13][CH:12]=3)[CH2:10][CH2:9]2)=[CH:6][CH:7]=1.[NH:18]1[C:26]2[C:21](=[CH:22][C:23]([C:27](O)=[O:28])=[CH:24][CH:25]=2)[CH:20]=[CH:19]1.O.N1(O)C2C=CC=CC=2N=N1.Cl.C(N=C=NCCCN(C)C)C>CN(C=O)C.CCOC(C)=O>[SH:17][C:3]1[C:2]([NH:1][C:27]([C:23]2[CH:22]=[C:21]3[C:26](=[CH:25][CH:24]=2)[NH:18][CH:19]=[CH:20]3)=[O:28])=[CH:7][CH:6]=[C:5]([C:8]2([C:11]3[CH:16]=[CH:15][CH:14]=[CH:13][CH:12]=3)[CH2:10][CH2:9]2)[N:4]=1 |f:2.3,4.5|. Procedure details: A mixture of 3-amino-6-(1-phenylcyclopropyl)pyridine-2(1H)-thione (750 mg, 3.10 mmol), 1H-indole-5-carboxylic acid (499 mg, 3.10 mmol), 1H-benzo[d][1,2,3]triazol-1-ol hydrate (474 mg, 3.10 mmol), and N1-((ethylimino)methylene)-N3,N3-dimethylpropane-1,3-diamine hydrochloride (593 mg, 3.10 mmol) in DMF (3.1 mL) was stirred at ambient temperature for 16 h. The reaction mixture was diluted with 100 mL of EtOAc, added to a separatory funnel, partitioned with water, washed 2 times with 50 mL of water,... Starting materials: CCCCS(=O)(=O)Cl, NCC1=NN=C(N)C1=NNc1cccc(F)c1, CN(C)C=O. Reaction SMILES: [CH2:18]([CH2:19][CH2:20][CH3:21])[S:22](=[O:23])(=[O:24])[Cl:25].[NH2:1][CH2:2][C:3]1=[N:7][N:6]=[C:5]([NH2:8])[C:4]1=[N:9][NH:10][c:11]1[cH:12][c:13]([F:17])[cH:14][cH:15][cH:16]1.[O:26]=[CH:27][N:28]([CH3:29])[CH3:30]>>[NH:1]([CH2:2][C:3]1=[N:7][N:6]=[C:5]([NH2:8])[C:4]1=[N:9][NH:10][c:11]1[cH:12][c:13]([F:17])[cH:14][cH:15][cH:16]1)[S:22]([CH2:18][CH2:19][CH2:20][CH3:21])(=[O:23])=[O:24]. Product: CCCCS(=O)(=O)NCC1=NN=C(N)C1=NNc1cccc(F)c1. Reactants: [BH4-], CCOCC, CCCCCC, CC(C)c1c(C(=O)Cl)n(-c2ccc(F)cc2)c(=O)c2ccccc12, [Li+], C1CCOC1, O. The product is CC(C)c1c(CO)n(-c2ccc(F)cc2)c(=O)c2ccccc12. As a reaction SMILES: [BH4-:25].[CH3:28][CH2:29][O:30][CH2:31][CH3:32].[CH3:38][CH2:39][CH2:40][CH2:41][CH2:42][CH3:43].[F:1][c:2]1[cH:3][cH:4][c:5](-[n:8]2[c:9](=[O:24])[c:10]3[cH:11][cH:12][cH:13][cH:14][c:15]3[c:16]([CH:21]([CH3:22])[CH3:23])[c:17]2[C:18](=[O:19])[Cl:20])[cH:6][cH:7]1.[Li+:26].[O:33]1[CH2:34][CH2:35][CH2:36][CH2:37]1.[OH2:27]>>[F:1][c:2]1[cH:3][cH:4][c:5](-[n:8]2[c:9](=[O:24])[c:10]3[cH:11][cH:12][cH:13][cH:14][c:15]3[c:16]([CH:21]([CH3:22])[CH3:23])[c:17]2[CH2:18][OH:19])[cH:6][cH:7]1.